This data is from the Open Reaction Database (ORD), a public repository of structured organic reaction records. The task is: describe an organic reaction: reactants, conditions, products, and yield Starting materials: Intermediate 17, C(C)(C)(C)OC(=O)N1CCC(CC1)N(C1CC1)C(=O)C=1C=NC(=NC1)Cl (4-[(2-chloro-pyrimidine-5-carbonyl)-cyclopropyl-amino]-piperidine-1-carboxylic acid tert-butyl ester), CC=1NC=CN1 (2-methyl-1H-imidazole), Intermediate 16. Yields the product C1(CC1)N(C(=O)C=1C=NC(=NC1)N1C(=NC=C1)C)C1CCNCC1 (2-(2-Methyl-imidazol-1-yl)-pyrimidine-5-carboxylic acid cyclopropyl-piperidin-4-yl-amide). RXN SMILES: C(OC([N:8]1[CH2:13][CH2:12][CH:11]([N:14]([C:18]([C:20]2[CH:21]=[N:22][C:23](Cl)=[N:24][CH:25]=2)=[O:19])[CH:15]2[CH2:17][CH2:16]2)[CH2:10][CH2:9]1)=O)(C)(C)C.[CH3:27][C:28]1[NH:29][CH:30]=[CH:31][N:32]=1>>[CH:15]1([N:14]([CH:11]2[CH2:12][CH2:13][NH:8][CH2:9][CH2:10]2)[C:18]([C:20]2[CH:25]=[N:24][C:23]([N:29]3[CH:30]=[CH:31][N:32]=[C:28]3[CH3:27])=[N:22][CH:21]=2)=[O:19])[CH2:16][CH2:17]1. Reported procedure: The title compound is prepared from 4-[(2-chloro-pyrimidine-5-carbonyl)-cyclopropyl-amino]-piperidine-1-carboxylic acid tert-butyl ester and 2-methyl-1H-imidazole following procedures analogous to those described in Intermediate 16 and Intermediate 17. LC (method 10): tR=0.56 min; Mass spectrum (ESI+): m/z=327 [M+H]+.